Dataset: the Open Reaction Database (ORD), a public repository of structured organic reaction records. Task: describe an organic reaction: reactants, conditions, products, and yield As a reaction SMILES: [BrH:1].[CH3:16][O:17][c:18]1[cH:19][c:20]([C:21](=[O:22])[OH:23])[cH:24][cH:25][c:26]1[CH3:27].[CH3:2][O:3][CH2:4][CH2:5][n:6]1[c:7](=[NH:15])[s:8][c:9]2[c:10]1[cH:11][cH:12][cH:13][cH:14]2>>[CH3:2][O:3][CH2:4][CH2:5][n:6]1[c:7](=[N:15][C:21]([c:20]2[cH:19][c:18]([O:17][CH3:16])[c:26]([CH3:27])[cH:25][cH:24]2)=[O:22])[s:8][c:9]2[c:10]1[cH:11][cH:12][cH:13][cH:14]2. The product is COCCn1c(=NC(=O)c2ccc(C)c(OC)c2)sc2ccccc21. Reactants: Br, COc1cc(C(=O)O)ccc1C, COCCn1c(=N)sc2ccccc21. The reactants are C(#N)[BH3-].[Na+] (sodium cyanoborohydride), FC(C(=O)O)(F)F.ClC1=CC=C(C=C1)NC(NC1=C(C2=C(CNCC2)S1)C(=O)N)=O (2-[3-(4-Chlorophenyl)ureido]-4,5,6,7-tetrahydrothieno[2,3-c]pyridine-3-carboxamide trifluoroacetate), S(=O)(=O)([O-])[O-].[Mg+2] (magnesium sulfate), ClCC=O (2-chloroacetaldehyde). Reagents/catalysts: C(C)(=O)O (acetic acid). The solvent is C([O-])(O)=O.[Na+] (sodium bicarbonate), CO (methanol), O1CCCC1 (tetrahydrofuran). Reaction conditions: time 5 minute. The product is ClCCN1CC2=C(CC1)C(=C(S2)NC(=O)NC2=CC=C(C=C2)Cl)C(=O)N (6-(2-Chloroethyl)-2-[3-(4-chlorophenyl)ureido]-4,5,6,7-tetrahydrothieno[2,3-c]pyridine-3-carboxamide). Isolated yield 98.8%. RXN SMILES: FC(F)(F)C(O)=O.[Cl:8][C:9]1[CH:14]=[CH:13][C:12]([NH:15][C:16](=[O:30])[NH:17][C:18]2[S:26][C:21]3[CH2:22][NH:23][CH2:24][CH2:25][C:20]=3[C:19]=2[C:27]([NH2:29])=[O:28])=[CH:11][CH:10]=1.S([O-])([O-])(=O)=O.[Mg+2].[Cl:37][CH2:38][CH:39]=O.C([BH3-])#N.[Na+]>CO.O1CCCC1.C(O)(=O)C.C(=O)(O)[O-].[Na+]>[Cl:37][CH2:38][CH2:39][N:23]1[CH2:24][CH2:25][C:20]2[C:19]([C:27]([NH2:29])=[O:28])=[C:18]([NH:17][C:16]([NH:15][C:12]3[CH:11]=[CH:10][C:9]([Cl:8])=[CH:14][CH:13]=3)=[O:30])[S:26][C:21]=2[CH2:22]1 |f:0.1,2.3,5.6,10.11|. Procedure: To a slurry of compound A4 (200 mg, 0.431 mmol) and magnesium sulfate (2 g) in methanol (4 mL) and tetrahydrofuran (2 mL) was added two drops of glacial acetic acid and 2-chloroacetaldehyde (45% in water, 0.340 mL, 1.95 mmol). After stirring at room temperature for 5 min, sodium cyanoborohydride (271 mg, 4.31 mmol) was added and the reaction mixture was stirred for an additional 16 h at room temperature. After this time, the reaction was diluted with saturated aqueous sodium bicarbonate (100 mL)... The reactants are COC1=CC=C(C=C1)CSC=1N(C(C(=C(N1)C)C(=O)OC)C1=CC(=CC=C1)[N+](=O)[O-])C(CC)=O (1,6-Dihydro-2-[[(4-methoxyphenyl)methyl]thio]-4-methyl-6-(3-nitrophenyl)-1-(1-oxopropyl)-5-pyrimidinecarboxylic acid, methyl ester), FC(C(=O)O)(F)F (trifluoroacetic acid), C(C)S (ethanethiol), C(C)(=O)OCC (ethyl acetate). Solvent: ClCCl (dichloromethane), hexanes. Conditions: time 3 hour. Yields the product CC1=C(C(N(C(N1)=S)C(CC)=O)C1=CC(=CC=C1)[N+](=O)[O-])C(=O)OC (1,2,3,4-Tetrahydro-6-methyl-4-(3-nitrophenyl)-3-(1-oxopropyl)-2-thioxo-5-pyrimidinecarboxylic acid, methyl ester). Reaction SMILES: COC1C=CC(C[S:10][C:11]2[N:12]([C:31](=[O:34])[CH2:32][CH3:33])[CH:13]([C:22]3[CH:27]=[CH:26][CH:25]=[C:24]([N+:28]([O-:30])=[O:29])[CH:23]=3)[C:14]([C:18]([O:20][CH3:21])=[O:19])=[C:15]([CH3:17])[N:16]=2)=CC=1.FC(F)(F)C(O)=O.C(S)C.C(OCC)(=O)C>ClCCl>[CH3:17][C:15]1[NH:16][C:11](=[S:10])[N:12]([C:31](=[O:34])[CH2:32][CH3:33])[CH:13]([C:22]2[CH:27]=[CH:26][CH:25]=[C:24]([N+:28]([O-:30])=[O:29])[CH:23]=2)[C:14]=1[C:18]([O:20][CH3:21])=[O:19]. Procedure: 1,6-Dihydro-2-[[(4-methoxyphenyl)methyl]thio]-4-methyl-6-(3-nitrophenyl)-1-(1-oxopropyl)-5-pyrimidinecarboxylic acid, methyl ester (1.6 g., 3.3 mmole) in 20 ml of dichloromethane under argon at room temperature is treated with trifluoroacetic acid (0.75 ml., 1.1 g., 9.7 mmole) and ethanethiol (0.4 ml, 0.33 g, 5.4 mmole). After 3 hours, volatiles are evaporated in vacuo and the residue (solidified) is triturated with isopropyl ether to give 0.95 g. of product, m.p. 167°-171°. TLC(silica gel; ethy... Reaction SMILES: [H-].[Na+].[NH:3]1[CH:7]=[CH:6][N:5]=[CH:4]1.[CH3:8][O:9][C:10]1[CH:17]=[CH:16][C:13]([CH2:14]Cl)=[CH:12][CH:11]=1>CN(C)C=O>[NH:3]1[CH:7]=[CH:6][N:5]=[C:4]1[CH2:14][C:13]1[CH:16]=[CH:17][C:10]([O:9][CH3:8])=[CH:11][CH:12]=1 |f:0.1|. Product: N1C(=NC=C1)CC1=CC=C(C=C1)OC (p-(1-imidazolylmethyl)anisole). Starting materials: N1C=NC=C1 (imidazole), [H-].[Na+] (sodium hydride), COC1=CC=C(CCl)C=C1 (p-methoxybenzyl chloride). Procedure: To a suspension of 5.21 g of 50% sodium hydride in 100 ml of dry dimethylformamide was added slowly 7.39 g of imidazole at room temperature, and the mixture was stirred for 20 minutes. A solution of 20 g of p-methoxybenzyl chloride in 30 ml of dry dimethylformamide was added to the mixture at room temperature over a period of 1 hour, and then the reaction mixture was stirred for 18 hours at 50° C. After removal of the solvent under reduced pressure, 100 ml of dichloromethane was added to the res... Conditions: time 20 minute. The solvent is CN(C=O)C (dimethylformamide), CN(C=O)C (dimethylformamide). The yield is 71.9%. The reactants are COc1cc(N2CCN(C(=O)OC(C)(C)C)CC2)c(C2CC(C)(C)CC(C)(C)C2)cc1N1CCCCC1, CCOC(C)=O, ClCCl, [Na+], O=C(O)C(F)(F)F, O=C([O-])O. The product is COc1cc(N2CCNCC2)c(C2CC(C)(C)CC(C)(C)C2)cc1N1CCCCC1. RXN SMILES: [C:1]([O:2][C:3](=[O:4])[N:8]1[CH2:9][CH2:10][N:11]([c:14]2[c:15]([CH:28]3[CH2:29][C:30]([CH3:36])([CH3:37])[CH2:31][C:32]([CH3:34])([CH3:35])[CH2:33]3)[cH:16][c:17]([N:22]3[CH2:23][CH2:24][CH2:25][CH2:26][CH2:27]3)[c:18]([O:20][CH3:21])[cH:19]2)[CH2:12][CH2:13]1)([CH3:5])([CH3:6])[CH3:7].[CH3:53][CH2:54][O:55][C:56](=[O:57])[CH3:58].[Cl:45][CH2:46][Cl:47].[Na+:48].[OH:38][C:39]([C:40]([F:41])([F:42])[F:43])=[O:44].[OH:49][C:50](=[O:51])[O-:52]>>[NH:8]1[CH2:9][CH2:10][N:11]([c:14]2[c:15]([CH:28]3[CH2:29][C:30]([CH3:36])([CH3:37])[CH2:31][C:32]([CH3:34])([CH3:35])[CH2:33]3)[cH:16][c:17]([N:22]3[CH2:23][CH2:24][CH2:25][CH2:26][CH2:27]3)[c:18]([O:20][CH3:21])[cH:19]2)[CH2:12][CH2:13]1. Starting materials: C(C=C)OP(=O)(OCC=C)OCC1=C(C(=O)OCC2=CC=C(C=C2)OC)C=CC(=C1)C#N (4-methoxybenzyl 2-[[bis(allyloxy)phosphoryl]oxymethyl]-4-cyanobenzoate), C1(=CC=CC=C1)OC (anisole), FC(C(=O)O)(F)F (trifluoroacetic acid). Run in C1(=CC=CC=C1)C (toluene). Conditions: time 15 minute. Yields the product C(C=C)OP(=O)(OCC=C)OCC1=C(C(=O)O)C=CC(=C1)C#N (2-[[bis(allyloxy)phosphoryl]oxymethyl]-4-cyanobenzoic acid). Reaction SMILES: [CH2:1]([O:4][P:5]([O:11][CH2:12][C:13]1[CH:30]=[C:29]([C:31]#[N:32])[CH:28]=[CH:27][C:14]=1[C:15]([O:17]CC1C=CC(OC)=CC=1)=[O:16])([O:7][CH2:8][CH:9]=[CH2:10])=[O:6])[CH:2]=[CH2:3].C1(OC)C=CC=CC=1.FC(F)(F)C(O)=O>C1(C)C=CC=CC=1>[CH2:8]([O:7][P:5]([O:11][CH2:12][C:13]1[CH:30]=[C:29]([C:31]#[N:32])[CH:28]=[CH:27][C:14]=1[C:15]([OH:17])=[O:16])([O:4][CH2:1][CH:2]=[CH2:3])=[O:6])[CH:9]=[CH2:10]. Procedure: A mixture of 4-methoxybenzyl 2-[[bis(allyloxy)phosphoryl]oxymethyl]-4-cyanobenzoate (949.1 mg, 2.07 mmol) obtained from Example 4-(5) and anisole (1.0 g, 9.2 mmol) was cooled to 0° C., and trifluoroacetic acid (5 ml) was added thereto. The resulting mixture was warmed to room temperature and allowed to stand for 15 minutes, diluted with toluene, and concentrated under reduced pressure to eliminate the volatile components (repeated three times). Hexane was added to the residue, and then the super...